From a dataset of the Open Reaction Database (ORD), a public repository of structured organic reaction records. describe an organic reaction: reactants, conditions, products, and yield Starting materials: C(C)C=1C=C(C=C(C1)C1=NN=NN1C)NC(=O)NC[C@H]1CN(CCC1)CC(=O)C1=CC=C(C=C1)F ((S)-1-[3-ethyl-5-(1-methyl-1H-tetrazol-5-yl)-phenyl]-3-{l-[2-(4-fluorophenyl)-2-oxo-ethyl]-piperidin-3-ylmethyl}-urea), Cl.NO (hydroxylamine hydrochloride). The solvent is N1=CC=CC=C1 (pyridine). Run at time 16 hour. Yields the product C(C)C=1C=C(C=C(C1)C1=NN=NN1C)NC(=O)NC[C@H]1CN(CCC1)CC(=NO)C1=CC=C(C=C1)F ((S)-1-[3-ethyl-5-(1-methyl-1H-tetrazol-5-yl)-phenyl]-3-{1-[2-(4-fluorophenyl)-2-hydroxyimino-ethyl]-piperidin-3-ylmethyl}-urea). The yield is 48.1%. RXN SMILES: [CH2:1]([C:3]1[CH:4]=[C:5]([NH:15][C:16]([NH:18][CH2:19][C@@H:20]2[CH2:25][CH2:24][CH2:23][N:22]([CH2:26][C:27]([C:29]3[CH:34]=[CH:33][C:32]([F:35])=[CH:31][CH:30]=3)=O)[CH2:21]2)=[O:17])[CH:6]=[C:7]([C:9]2[N:13]([CH3:14])[N:12]=[N:11][N:10]=2)[CH:8]=1)[CH3:2].Cl.[NH2:37][OH:38]>N1C=CC=CC=1>[CH2:1]([C:3]1[CH:4]=[C:5]([NH:15][C:16]([NH:18][CH2:19][C@@H:20]2[CH2:25][CH2:24][CH2:23][N:22]([CH2:26][C:27]([C:29]3[CH:34]=[CH:33][C:32]([F:35])=[CH:31][CH:30]=3)=[N:37][OH:38])[CH2:21]2)=[O:17])[CH:6]=[C:7]([C:9]2[N:13]([CH3:14])[N:12]=[N:11][N:10]=2)[CH:8]=1)[CH3:2] |f:1.2|. Procedure details: A solution of (S)-1-[3-ethyl-5-(1-methyl-1H-tetrazol-5-yl)-phenyl]-3-{l-[2-(4-fluorophenyl)-2-oxo-ethyl]-piperidin-3-ylmethyl}-urea (20 mg, 42 μmol) in pyridine (0.5 mL) was treated with hydroxylamine hydrochloride (6 mg, 82 μmol) and stirred at room temperature for 16 hours. The solution was concentrated under vacuum, and the residue was purified by flash chromatography, eluting with 2.5% methanol in dichloromethane, containing 0.25% aqueous ammonia, to provide a white glassy solid (10 mg, 50%)... Starting materials: C(C(=O)C1=CC=CC=C1)SC=1C=C(C(=O)O)C=C(C1)C(F)(F)F (3-phenacylthio-5-trifluoromethylbenzoic acid), OO (hydrogen peroxide), C(C)(=O)O (acetic acid). Solvent: O (water). Yields the product C(C(=O)C1=CC=CC=C1)S(=O)C=1C=C(C(=O)O)C=C(C1)C(F)(F)F (3-Phenacylsulfinyl-5-trifluoromethylbenzoic Acid). As a reaction SMILES: [CH2:1]([S:10][C:11]1[CH:12]=[C:13]([CH:17]=[C:18]([C:20]([F:23])([F:22])[F:21])[CH:19]=1)[C:14]([OH:16])=[O:15])[C:2]([C:4]1[CH:9]=[CH:8][CH:7]=[CH:6][CH:5]=1)=[O:3].OO.C(O)(=[O:28])C>O>[CH2:1]([S:10]([C:11]1[CH:12]=[C:13]([CH:17]=[C:18]([C:20]([F:23])([F:21])[F:22])[CH:19]=1)[C:14]([OH:16])=[O:15])=[O:28])[C:2]([C:4]1[CH:9]=[CH:8][CH:7]=[CH:6][CH:5]=1)=[O:3]. Reported procedure: A solution of 2.6 g. (7.5 m moles) of 3-phenacylthio-5-trifluoromethylbenzoic acid and .75 ml. of 30% hydrogen peroxide in 15 ml. of acetic acid is heated on a steam bath for 1 hour, after which the reaction mixture is cooled and diluted with water to the turbidity point. The crystalline product which forms on standing is filtered, 1.0 g., m.p. 148°-151° C., and finally recrystallized from acetone-isopropyl ether, 850 mg., m.p. 154°-155° C.